The task is: describe an organic reaction: reactants, conditions, products, and yield. This data is from the Open Reaction Database (ORD), a public repository of structured organic reaction records. Starting materials: BrC=1C=C2C(C3CC(C2=CC1F)C3)=O (6-Bromo-7-fluoro-2,3-dihydro-1H-1,3-methano-naphthalen-4-one), [OH-].[K+] (KOH), CO (methanol), NO.Cl (NH2OH.HCl). Solvent: O1CCCC1 (tetrahydrofuran). Reaction conditions: temperature 80 celsius, time 2.5 hour. The product is BrC=1C=C2C(C3CC(C2=CC1)C3)=NO (6-Bromo-2,3-dihydro-1H-1,3-methano-naphthalen-4-one oxime). Isolated yield 100.2%. RXN SMILES: [Br:1][C:2]1[CH:3]=[C:4]2[C:9](=[CH:10][C:11]=1F)[CH:8]1[CH2:13][CH:6]([CH2:7]1)[C:5]2=O.CO.[NH2:17][OH:18].Cl.[OH-].[K+]>O1CCCC1>[Br:1][C:2]1[CH:3]=[C:4]2[C:9](=[CH:10][CH:11]=1)[CH:8]1[CH2:13][CH:6]([CH2:7]1)[C:5]2=[N:17][OH:18] |f:2.3,4.5|. Procedure details: Into a 20-L 4-necked round-bottom flask was placed 6-Bromo-7-fluoro-2,3-dihydro-1H-1,3-methano-naphthalen-4-one (920 g, 3.88 mol, 1.00 equiv), methanol (7.5 L), tetrahydrofuran (2.5 L), NH2OH.HCl (538.2 g, 2.00 equiv), and KOH (655.2 g, 3.00 equiv, 50%). The resulting solution was stirred at 80° C. for 2.5 h and cooled to 25° C. The solids were filtered out and washed with 3×1 L of DCM. The filtrate was concentrated under vacuum and the residue was diluted with 5 L of H2O and 8 L of EA. The pH v... The reactants are C1(CCCCC1)CN1N=CC(=CC1=O)O (2- (cyclohexylmethyl)-5-hydroxy-3(2H)-pyridazinone), P(=O)(Cl)(Cl)Cl (phosphorus oxychloride). Run at temperature 85 celsius. Yields the product ClC1=CC(N(N=C1)CC1CCCCC1)=O (5-chloro-2-(cyclohexylmethyl)-3(2H)-pyridazinone). RXN SMILES: [CH:1]1([CH2:7][N:8]2[C:13](=[O:14])[CH:12]=[C:11](O)[CH:10]=[N:9]2)[CH2:6][CH2:5][CH2:4][CH2:3][CH2:2]1.P(Cl)(Cl)([Cl:18])=O>>[Cl:18][C:11]1[CH:10]=[N:9][N:8]([CH2:7][CH:1]2[CH2:6][CH2:5][CH2:4][CH2:3][CH2:2]2)[C:13](=[O:14])[CH:12]=1. Procedure: To 10.5 g of 2- (cyclohexylmethyl)-5-hydroxy-3(2H)-pyridazinone was added 25 ml of phosphorus oxychloride and this mixture was heated for 4 hours at 85° C. After reaction, the excess phosphorus oxychloride was distilled off under reduced pressure. The residual solution was poured into water and to this solution was added aqueous sodium hydroxide solution to be alkalified and the separated solid was extracted with benzene. The benzene layer was washed with water, dried over anhydrous sodium sulfa... The reactants are CC(=O)O, COc1nccc2c1cc(C)n2Cc1ccccc1-c1ccccc1. Product: Cc1cc2c(O)nccc2n1Cc1ccccc1-c1ccccc1. As a reaction SMILES: [CH3:26][C:27](=[O:28])[OH:29].[c:1]1(-[c:20]2[cH:21][cH:22][cH:23][cH:24][cH:25]2)[c:2]([CH2:7][n:8]2[c:9]([CH3:19])[cH:10][c:11]3[c:12]([O:17][CH3:18])[n:13][cH:14][cH:15][c:16]23)[cH:3][cH:4][cH:5][cH:6]1>>[c:1]1(-[c:20]2[cH:21][cH:22][cH:23][cH:24][cH:25]2)[c:2]([CH2:7][n:8]2[c:9]([CH3:19])[cH:10][c:11]3[c:12]([OH:17])[n:13][cH:14][cH:15][c:16]23)[cH:3][cH:4][cH:5][cH:6]1. Reactants: CC(C)COC(=O)Cl, CN1CCOCC1, CC(C)(C)CCN, ClCCl, O=C(O)CN1C(=O)C2(COc3cc4c(cc32)CCO4)c2ccccc21. Yields the product CC(C)(C)CCNC(=O)CN1C(=O)C2(COc3cc4c(cc32)CCO4)c2ccccc21. As a reaction SMILES: [CH2:26]([O:27][C:28]([Cl:29])=[O:30])[CH:31]([CH3:32])[CH3:33].[CH3:34][N:35]1[CH2:36][CH2:37][O:38][CH2:39][CH2:40]1.[CH3:41][C:42]([CH2:43][CH2:44][NH2:45])([CH3:46])[CH3:47].[Cl:48][CH2:49][Cl:50].[O:1]=[C:2]1[N:3]([CH2:22][C:23](=[O:24])[OH:25])[c:4]2[cH:5][cH:6][cH:7][cH:8][c:9]2[C:10]12[c:11]1[c:12]([cH:15][c:16]3[c:20]([cH:21]1)[CH2:19][CH2:18][O:17]3)[O:13][CH2:14]2>>[O:1]=[C:2]1[N:3]([CH2:22][C:23](=[O:24])[NH:45][CH2:44][CH2:43][C:42]([CH3:41])([CH3:46])[CH3:47])[c:4]2[cH:5][cH:6][cH:7][cH:8][c:9]2[C:10]12[c:11]1[c:12]([cH:15][c:16]3[c:20]([cH:21]1)[CH2:19][CH2:18][O:17]3)[O:13][CH2:14]2.